This data is from the Open Reaction Database (ORD), a public repository of structured organic reaction records. The task is: describe an organic reaction: reactants, conditions, products, and yield Reactants: O1COC2=C1C=CC(=C2)C=2OC1=CC=C(C=C1C(C2O)=O)NC(C)=O (N-[2-(Benzo[1,3]dioxol-5-yl)-3-hydroxy-4-oxo-4H-chromen-6-yl]acetamide), S(O)(O)(=O)=O (sulfuric acid), O.N (ammonia water). Run in C(C)O (ethanol). Yields the product NC=1C=C2C(C(=C(OC2=CC1)C1=CC2=C(OCO2)C=C1)O)=O (6-amino-2-(Benzo[1,3]dioxol-5-yl)-3-hydroxy-4H-chromen-4-one). The yield is 68.4%. RXN SMILES: [O:1]1[C:5]2[CH:6]=[CH:7][C:8]([C:10]3[O:11][C:12]4[C:17]([C:18](=[O:21])[C:19]=3[OH:20])=[CH:16][C:15]([NH:22]C(=O)C)=[CH:14][CH:13]=4)=[CH:9][C:4]=2[O:3][CH2:2]1.S(=O)(=O)(O)O.O.N>C(O)C>[NH2:22][C:15]1[CH:16]=[C:17]2[C:12](=[CH:13][CH:14]=1)[O:11][C:10]([C:8]1[CH:7]=[CH:6][C:5]3[O:1][CH2:2][O:3][C:4]=3[CH:9]=1)=[C:19]([OH:20])[C:18]2=[O:21] |f:2.3|. Reported procedure: 3 g (8.85 mmol) of the compound obtained in Example 23 was stirred in 30 ml of aqueous 80% ethanol solution and 10 ml of aqueous 30% sulfuric acid solution at 120° C. for 18 hours. After the reaction was completed, the mixture was cooled to room temperature, and neutralized with conc. ammonia water. Then the obtained solid was filtered, washed with water, and dried to give 1.8 g of the title compound in a yield of 68%. Reactants: N1C=C(C2=CC=CC=C12)/C=C/C(=O)N(NC(C1=CC=CC=C1)=O)C(C)C ((E)-N′-(3-(1H-indol-3-yl)acryloyl)-N′-isopropylbenzohydrazide), C(=O)([O-])[O-].[K+].[K+] (K2CO3), C(=O)(C(C)(C)C)Cl (Piv-Cl). Reagents/catalysts: CN(C)C=1C=CN=CC1 (DMAP). Run in CN(C)C=O (DMF), CCOC(=O)C (EtOAc). Reaction conditions: time 24 hour. The product is C(C)(C)N(NC(C1=CC=CC=C1)=O)C(\C=C\C1=CN(C2=CC=CC=C12)C(C(C)(C)C)=O)=O ((E)-N′-isopropyl-N′-(3-(1-pivaloyl-1H-indol-3-yl)acryloyl)benzohydrazide). Reaction SMILES: [NH:1]1[C:9]2[C:4](=[CH:5][CH:6]=[CH:7][CH:8]=2)[C:3](/[CH:10]=[CH:11]/[C:12]([N:14]([CH:24]([CH3:26])[CH3:25])[NH:15][C:16](=[O:23])[C:17]2[CH:22]=[CH:21][CH:20]=[CH:19][CH:18]=2)=[O:13])=[CH:2]1.C([O-])([O-])=O.[K+].[K+].[C:33](Cl)([C:35]([CH3:38])([CH3:37])[CH3:36])=[O:34]>CN(C1C=CN=CC=1)C.CN(C=O)C.CCOC(C)=O>[CH:24]([N:14]([C:12](=[O:13])/[CH:11]=[CH:10]/[C:3]1[C:4]2[C:9](=[CH:8][CH:7]=[CH:6][CH:5]=2)[N:1]([C:33](=[O:34])[C:35]([CH3:38])([CH3:37])[CH3:36])[CH:2]=1)[NH:15][C:16](=[O:23])[C:17]1[CH:18]=[CH:19][CH:20]=[CH:21][CH:22]=1)([CH3:26])[CH3:25] |f:1.2.3|. Reported procedure: To a round bottom flask, (E)-N′-(3-(1H-indol-3-yl)acryloyl)-N′-isopropylbenzohydrazide (60 mg, 0.17 mmol, 1.0 equivalent), K2CO3 (71.6 mg, 0.51 mmol, 3.0 equivalent), and DMAP (cat, 0.12 equivalent) were introduced and dissolved in DMF, after which Piv-Cl (0.04 ml, 0.34 mmol, 2.0 equivalent) was introduced. After stirring at room temperature for 24 hr, the reaction mixture was diluted with EtOAc, washed with water and brine, dried with anhydrous MgSO4, filtered, and concentrated under reduced pr... The product is CC(=O)OC(C)(C)c1nnc2ccc(-c3c(-c4ccc(F)cc4F)nc4occn34)nn12. RXN SMILES: [CH3:36][C:37](=[O:38])[O:39][C:40](=[O:41])[CH3:42].[CH3:43][C:44](=[O:45])[Cl:46].[Cl:52][CH2:53][Cl:54].[F:1][c:2]1[c:3](-[c:9]2[n:10][c:11]3[o:12][cH:13][cH:14][n:15]3[c:16]2-[c:17]2[cH:18][cH:19][c:20]3[n:21]([n:22]2)[c:23]([C:26]([CH3:27])([CH3:28])[OH:29])[n:24][n:25]3)[cH:4][cH:5][c:6]([F:8])[cH:7]1.[O:47]=[CH:48][N:49]([CH3:50])[CH3:51].[cH:30]1[cH:31][cH:32][n:33][cH:34][cH:35]1>>[F:1][c:2]1[c:3](-[c:9]2[n:10][c:11]3[o:12][cH:13][cH:14][n:15]3[c:16]2-[c:17]2[cH:18][cH:19][c:20]3[n:21]([n:22]2)[c:23]([C:26]([CH3:27])([CH3:28])[O:29][C:37]([CH3:36])=[O:38])[n:24][n:25]3)[cH:4][cH:5][c:6]([F:8])[cH:7]1. Reactants: CC(=O)OC(C)=O, CC(=O)Cl, ClCCl, CC(C)(O)c1nnc2ccc(-c3c(-c4ccc(F)cc4F)nc4occn34)nn12, CN(C)C=O, c1ccncc1. The reactants are CS(=O)(=O)OCCC1=CC=C(C=C1)OC ([2-(4-methoxyphenyl)ethyl] methanesulfonate), Br.Br.N1CCC(CC1)NC=1SC2=C(N1)C=CC=C2 (N-(4-piperidinyl)-2-benzothiazolamine dihydrobromide), C([O-])([O-])=O.[Na+].[Na+] (sodium carbonate), [I-].[K+] (potassium iodide). Solvent: CN(C=O)C (N,N-dimethylformamide). Conditions: temperature 70 celsius, time 8 hour. Yields the product COC1=CC=C(C=C1)CCN1CCC(CC1)NC=1SC2=C(N1)C=CC=C2 (N-[1-[2-(4-methoxyphenyl)-ethyl]-4-piperidinyl]-2-benzothiazolamine). Isolated yield 41.0%. Reaction SMILES: CS(O[CH2:6][CH2:7][C:8]1[CH:13]=[CH:12][C:11]([O:14][CH3:15])=[CH:10][CH:9]=1)(=O)=O.Br.Br.[NH:18]1[CH2:23][CH2:22][CH:21]([NH:24][C:25]2[S:26][C:27]3[CH:33]=[CH:32][CH:31]=[CH:30][C:28]=3[N:29]=2)[CH2:20][CH2:19]1.C(=O)([O-])[O-].[Na+].[Na+].[I-].[K+]>CN(C)C=O>[CH3:15][O:14][C:11]1[CH:10]=[CH:9][C:8]([CH2:7][CH2:6][N:18]2[CH2:19][CH2:20][CH:21]([NH:24][C:25]3[S:26][C:27]4[CH:33]=[CH:32][CH:31]=[CH:30][C:28]=4[N:29]=3)[CH2:22][CH2:23]2)=[CH:13][CH:12]=1 |f:1.2.3,4.5.6,7.8|. Reported procedure: A mixture of 2.3 parts of [2-(4-methoxyphenyl)ethyl] methanesulfonate, 4 parts of N-(4-piperidinyl)-2-benzothiazolamine dihydrobromide, 5.3 parts of sodium carbonate, 0.1 parts of potassium iodide and 90 parts of N,N-dimethylformamide was stirred overnight at 70° C. The reaction mixture was poured onto water and the product was extracted with methylbenzene. The extract was washed with water, dried, filtered and evaporated. The residue was crystallized from a mixture of 2-propanol and 2,2'-oxybis... Reactants: N(CC(=O)N1[C@H](C(=O)O)CCC1)C(=O)OC(C)(C)C (Boc-Gly-Pro-OH), S(=O)(=O)(C1=CC=C(C)C=C1)O (TosOH), N[C@@H](CCC(OC(C)(C)C)=O)C(=O)NCC(=O)OC (H-Glu(O-But)-Gly-OMe), C(C)N1CCOCC1 (N-ethylmorpholine), C1(CCCCC1)N=C=NC1CCCCC1 (dicyclohexylcarbodiimide). Run in CN(C=O)C (dimethylformamide). Reaction conditions: time 8 hour. The product is N(CC(=O)N1[C@H](C(=O)N[C@@H](CCC(OC(C)(C)C)=O)C(=O)NCC(=O)OC)CCC1)C(=O)OC(C)(C)C (Boc-Gly-Pro-Glu(O-But)-Gly-OMe). Reaction SMILES: [NH:1]([C:13]([O:15][C:16]([CH3:19])([CH3:18])[CH3:17])=[O:14])[CH2:2][C:3]([N:5]1[CH2:12][CH2:11][CH2:10][C@H:6]1[C:7]([OH:9])=O)=[O:4].[NH2:20][C@H:21]([C:31]([NH:33][CH2:34][C:35]([O:37][CH3:38])=[O:36])=[O:32])[CH2:22][CH2:23][C:24](=[O:30])[O:25][C:26]([CH3:29])([CH3:28])[CH3:27].S(O)(C1C=CC(C)=CC=1)(=O)=O.C(N1CCOCC1)C.C1(N=C=NC2CCCCC2)CCCCC1>CN(C)C=O>[NH:1]([C:13]([O:15][C:16]([CH3:19])([CH3:18])[CH3:17])=[O:14])[CH2:2][C:3]([N:5]1[CH2:12][CH2:11][CH2:10][C@H:6]1[C:7]([NH:20][C@H:21]([C:31]([NH:33][CH2:34][C:35]([O:37][CH3:38])=[O:36])=[O:32])[CH2:22][CH2:23][C:24](=[O:30])[O:25][C:26]([CH3:29])([CH3:28])[CH3:27])=[O:9])=[O:4]. Procedure: 2.7 g (10 mmoles) of Boc-Gly-Pro-OH and 4.5 g (10 mmoles) of H-Glu(O-But)-Gly-OMe.TosOH are dissolved in 20 ml of dimethylformamide. 1.28 ml (10 mmoles) of N-ethylmorpholine and 2.2 g (10.6 mmoles) of dicyclohexylcarbodiimide are added and the mixture is left to stand at room temperature overnight. The dicyclohexylurea is then filtered off, the solvent is distilled off in vacuo, the residue is taken up in ethyl acetate and the solution is washed with citric acid, bicarbonate solution and water, ... The reactants are O=S(Cl)Cl, c1ccccc1, O=C(O)c1cc2[nH]c3ccccc3c2o1. Product: O=C(Cl)c1cc2[nH]c3ccccc3c2o1. As a reaction SMILES: [S:16]([Cl:17])([Cl:18])=[O:19].[cH:20]1[cH:21][cH:22][cH:23][cH:24][cH:25]1.[o:1]1[c:2]([C:13](=[O:14])[OH:15])[cH:3][c:4]2[nH:5][c:6]3[cH:7][cH:8][cH:9][cH:10][c:11]3[c:12]12>>[o:1]1[c:2]([C:13](=[O:15])[Cl:18])[cH:3][c:4]2[nH:5][c:6]3[cH:7][cH:8][cH:9][cH:10][c:11]3[c:12]12.